The task is: describe an organic reaction: reactants, conditions, products, and yield. This data is from the Open Reaction Database (ORD), a public repository of structured organic reaction records. Starting materials: C(C)(=O)OCC (ethyl acetate), O (water), CS(=O)C (DMSO), BrC=1C=C(C=CC1)C#CC=1C=C(NC1)C=O (4-[(3-bromophenyl)ethynyl]-1H-pyrrole-2-carbaldehyde). Reagents/catalysts: [Pd](Cl)Cl (palladium(II) chloride). Reaction conditions: temperature 140 celsius, time 1 hour. Yields the product BrC=1C=C(C=CC1)C(C(=O)C=1C=C(NC1)C=O)=O (4-[(3-Bromophenyl)(oxo)acetyl]-1H-pyrrole-2-carbaldehyde). The yield is 72.0%. As a reaction SMILES: CS(C)=O.[Br:5][C:6]1[CH:7]=[C:8]([C:12]#[C:13][C:14]2[CH:15]=[C:16]([CH:19]=[O:20])[NH:17][CH:18]=2)[CH:9]=[CH:10][CH:11]=1.C(OCC)(=[O:23])C.[OH2:27]>[Pd](Cl)Cl>[Br:5][C:6]1[CH:7]=[C:8]([C:12](=[O:23])[C:13]([C:14]2[CH:15]=[C:16]([CH:19]=[O:20])[NH:17][CH:18]=2)=[O:27])[CH:9]=[CH:10][CH:11]=1. Procedure: To DMSO was added 4-[(3-bromophenyl)ethynyl]-1H-pyrrole-2-carbaldehyde (1.50 g; 5.47 mmol), and palladium(II) chloride (97 mg; 0.547 mmol). The resulting solution was stirred at 140° C. for one hour. The mixture was cooled to ambient temperature and diluted with water. The product was extracted into chloroform and dried over MgSO4. The resulting solid was chromatographed on silica gel using 7:3 hexane:ethyl acetate to give 1.21 g of the title compound as a greenish crystalline solid (72% yield),... Reactants: C(C)(C)(C)C1=CC(=NN1)NC(=S)N ((5-tert-butyl-1H-pyrazole-3-yl)-thiourea), CI (methyl iodide). Solvent: CO (methanol). Run at time 8 hour. The product is I.C(C)(C)(C)C1=CC(=NN1)NC(SC)=N (1-(5-tert-butyl-1H-pyrazole-3-yl)-2-methyl-isothiourea hydroiodide). RXN SMILES: [C:1]([C:5]1[NH:9][N:8]=[C:7]([NH:10][C:11]([NH2:13])=[S:12])[CH:6]=1)([CH3:4])([CH3:3])[CH3:2].[CH3:14][I:15]>CO>[IH:15].[C:1]([C:5]1[NH:9][N:8]=[C:7]([NH:10][C:11](=[NH:13])[S:12][CH3:14])[CH:6]=1)([CH3:4])([CH3:2])[CH3:3] |f:3.4|. Reported procedure: 270 mg (1.4 mmol) (5-tert-butyl-1H-pyrazole-3-yl)-thiourea were dissolved in 2 ml methanol, methyl iodide (202 mg, 1.4 mmol) was added and the mixture was stirred overnight at room temperature. The reaction mixture was concentrated, dichloremethane was added to the residue and the mixture was stirred at room temperature. The solid was suction-isolated and dried (0.43 g). Reactants: CC(=O)O[BH-](OC(C)=O)OC(C)=O, C1CCOC1, COCCN, NC(=O)C1(C(=O)N(c2ccccc2)c2ccc(Oc3ccnc4cc(-c5ccc(C=O)cn5)sc34)c(F)c2)CC1, [Na+]. Yields the product COCCNCc1ccc(-c2cc3nccc(Oc4ccc(N(C(=O)C5(C(N)=O)CC5)c5ccccc5)cc4F)c3s2)nc1. As a reaction SMILES: [C:46]([O:47][BH-:48]([O:49][C:50](=[O:51])[CH3:52])[O:53][C:54](=[O:55])[CH3:56])(=[O:57])[CH3:58].[CH2:60]1[O:61][CH2:62][CH2:63][CH2:64]1.[CH3:41][O:42][CH2:43][CH2:44][NH2:45].[F:1][c:2]1[cH:3][c:4]([N:26]([C:27](=[O:28])[C:29]2([C:32](=[O:33])[NH2:34])[CH2:30][CH2:31]2)[c:35]2[cH:36][cH:37][cH:38][cH:39][cH:40]2)[cH:5][cH:6][c:7]1[O:8][c:9]1[c:10]2[c:11]([n:12][cH:13][cH:14]1)[cH:15][c:16](-[c:18]1[n:19][cH:20][c:21]([CH:24]=[O:25])[cH:22][cH:23]1)[s:17]2.[Na+:59]>>[F:1][c:2]1[cH:3][c:4]([N:26]([C:27](=[O:28])[C:29]2([C:32](=[O:33])[NH2:34])[CH2:30][CH2:31]2)[c:35]2[cH:36][cH:37][cH:38][cH:39][cH:40]2)[cH:5][cH:6][c:7]1[O:8][c:9]1[c:10]2[c:11]([n:12][cH:13][cH:14]1)[cH:15][c:16](-[c:18]1[n:19][cH:20][c:21]([CH2:24][NH:45][CH2:44][CH2:43][O:42][CH3:41])[cH:22][cH:23]1)[s:17]2. Starting materials: Fc1ccc(Br)c2occc12, [C-]#N, [C-]#N, CN(C)C=O, O, [Zn+2], c1ccc(P(c2ccccc2)(c2ccccc2)[Pd](P(c2ccccc2)(c2ccccc2)c2ccccc2)(P(c2ccccc2)(c2ccccc2)c2ccccc2)P(c2ccccc2)(c2ccccc2)c2ccccc2)cc1. Product: N#Cc1ccc(F)c2ccoc12. Reaction SMILES: [Br:1][c:2]1[cH:3][cH:4][c:5]([F:11])[c:6]2[cH:7][cH:8][o:9][c:10]12.[C-:17]#[N:18].[C-:20]#[N:21].[CH3:12][N:13]([CH3:14])[CH:15]=[O:16].[OH2:99].[Zn+2:19].[cH:22]1[cH:23][cH:24][c:25]([P:26]([Pd:27]([P:28]([c:29]2[cH:30][cH:31][cH:32][cH:33][cH:34]2)([c:35]2[cH:36][cH:37][cH:38][cH:39][cH:40]2)[c:41]2[cH:42][cH:43][cH:44][cH:45][cH:46]2)([P:47]([c:48]2[cH:49][cH:50][cH:51][cH:52][cH:53]2)([c:54]2[cH:55][cH:56][cH:57][cH:58][cH:59]2)[c:60]2[cH:61][cH:62][cH:63][cH:64][cH:65]2)[P:66]([c:67]2[cH:68][cH:69][cH:70][cH:71][cH:72]2)([c:73]2[cH:74][cH:75][cH:76][cH:77][cH:78]2)[c:79]2[cH:80][cH:81][cH:82][cH:83][cH:84]2)([c:85]2[cH:86][cH:87][cH:88][cH:89][cH:90]2)[c:91]2[cH:92][cH:93][cH:94][cH:95][cH:96]2)[cH:97][cH:98]1>>[c:2]1([C:12]#[N:13])[cH:3][cH:4][c:5]([F:11])[c:6]2[cH:7][cH:8][o:9][c:10]12.